Dataset: the Open Reaction Database (ORD), a public repository of structured organic reaction records. Task: describe an organic reaction: reactants, conditions, products, and yield The yield is 45.0%. Reaction SMILES: Cl[C:2]1[N:6]([CH3:7])[CH:5]=[N:4][C:3]=1[N+:8]([O-:10])=[O:9].[NH2:11][CH2:12][CH2:13][N:14]1[CH2:19][CH2:18][CH:17]([NH:20][C:21]2[N:29]([CH2:30][C:31]3[CH:36]=[CH:35][C:34]([F:37])=[CH:33][CH:32]=3)[C:24]3=[N:25][CH:26]=[CH:27][CH:28]=[C:23]3[N:22]=2)[CH2:16][CH2:15]1.C(=O)([O-])[O-].[Na+].[Na+].[I-].[K+]>CN(C)C=O>[F:37][C:34]1[CH:35]=[CH:36][C:31]([CH2:30][N:29]2[C:24]3=[N:25][CH:26]=[CH:27][CH:28]=[C:23]3[N:22]=[C:21]2[NH:20][CH:17]2[CH2:18][CH2:19][N:14]([CH2:13][CH2:12][NH:11][C:2]3[N:6]([CH3:7])[CH:5]=[N:4][C:3]=3[N+:8]([O-:10])=[O:9])[CH2:15][CH2:16]2)=[CH:32][CH:33]=1 |f:2.3.4,5.6|. Procedure: A mixture of 1.62 parts of 5-chloro-1-methyl-4-nitro-1H-imidazole, 3.67 parts of N-[1-(2-aminoethyl)-4-piperidinyl]-3-[(4-fluorophenyl)methyl]-3H-imidazo[4,5-b]pyridin-2-amine, 1.1 parts of sodium carbonate, 0.1 parts of potassium iodide and 90 parts of N,N-dimethylformamide was stirred and heated overnight at 70° C. The reaction mixture was cooled and poured onto water. The product was extracted with 4-methyl-2-pentanone. The extract was dried, filtered and evaporated. The residue was purified ... The solvent is CN(C=O)C (N,N-dimethylformamide). Yields the product FC1=CC=C(C=C1)CN1C(=NC=2C1=NC=CC2)NC2CCN(CC2)CCNC2=C(N=CN2C)[N+](=O)[O-] (3-[(4-fluorophenyl)methyl]-N-[1-[2-[(1-methyl-4-nitro-1H-imidazol-5-yl)amino]ethyl]-4-piperidinyl]-3H-imidazo[4,5-b]pyridin-2-amine). Reaction conditions: temperature 70 celsius. The reactants are ClC1=C(N=CN1C)[N+](=O)[O-] (5-chloro-1-methyl-4-nitro-1H-imidazole), NCCN1CCC(CC1)NC1=NC=2C(=NC=CC2)N1CC1=CC=C(C=C1)F (N-[1-(2-aminoethyl)-4-piperidinyl]-3-[(4-fluorophenyl)methyl]-3H-imidazo[4,5-b]pyridin-2-amine), C([O-])([O-])=O.[Na+].[Na+] (sodium carbonate), [I-].[K+] (potassium iodide). The reactants are c1ccc(COc2cncc(N3CC4CC3CN4)c2)cc1, CCO. Product: Oc1cncc(N2CC3CC2CN3)c1. As a reaction SMILES: [CH2:1]([c:2]1[cH:3][cH:4][cH:5][cH:6][cH:7]1)[O:8][c:9]1[cH:10][c:11]([N:15]2[CH:16]3[CH2:17][NH:18][CH:19]([CH2:20]2)[CH2:21]3)[cH:12][n:13][cH:14]1.[CH3:22][CH2:23][OH:24]>>[OH:8][c:9]1[cH:10][c:11]([N:15]2[CH:16]3[CH2:17][NH:18][CH:19]([CH2:20]2)[CH2:21]3)[cH:12][n:13][cH:14]1.